From a dataset of the Open Reaction Database (ORD), a public repository of structured organic reaction records. describe an organic reaction: reactants, conditions, products, and yield The reactants are O1CC(C2=CC=CC=C12)=O (3-coumaranone), CCCCCC (hexane), [H-].[Na+] (sodium hydride), C(#N)CP(OCC)(OCC)=O (diethyl cyanomethylphosphonate). The solvent is C1CCOC1 (THF), C1CCOC1 (THF), O (water). Run at time 0.5 hour. The product is O1C=C(C2=C1C=CC=C2)CC#N (3-Benzofuranylacetonitrile). The yield is 101.0%. RXN SMILES: CCCCCC.[H-].[Na+].[C:9]([CH2:11]P(=O)(OCC)OCC)#[N:10].[O:20]1[C:28]2[C:23](=[CH:24][CH:25]=[CH:26][CH:27]=2)[C:22](=O)[CH2:21]1>C1COCC1.O>[O:20]1[C:28]2[CH:27]=[CH:26][CH:25]=[CH:24][C:23]=2[C:22]([CH2:11][C:9]#[N:10])=[CH:21]1 |f:1.2|. Reported procedure: To a stirred mixture of hexane washed sodium hydride (2.21 g, 0.046 mol, 50%/mineral oil) in THF (125 mL), was added diethyl cyanomethylphosphonate (8.15 g, 0.046 mol) dropwise. The reaction was stirred at room temperature for 1/2 hour, 3-coumaranone (sublimed) (5.6 g, 0.042 mol) in THF (100 mL) was added dropwise at 0° C., and the reaction mixture was stirred at room temperature overnight. The mixture was diluted with water (300 mL), and extracted with ether (800 mL). The extracts were washed w... The reactants are [BH4-], CN, CO, Cc1cccc2cc(C=O)n(C)c12, [Na+]. Product: CNCc1cc2cccc(C)c2n1C. RXN SMILES: [BH4-:16].[CH3:14][NH2:15].[CH3:18][OH:19].[CH3:1][n:2]1[c:3]([CH:12]=[O:13])[cH:4][c:5]2[cH:6][cH:7][cH:8][c:9]([CH3:11])[c:10]12.[Na+:17]>>[CH3:1][n:2]1[c:3]([CH2:12][NH:15][CH3:14])[cH:4][c:5]2[cH:6][cH:7][cH:8][c:9]([CH3:11])[c:10]12. The reactants are COC(C(C)(C)C=1N=C(C=2N(C1)C(N(N2)C(C)(C)C)=O)NC(C)C)=O (2-(2-tert-butyl-8-isopropylamino-3-oxo-2,3-dihydro-[1,2,4]triazolo[4,3-a]pyrazin-6-yl)-2-methyl-propionic acid methyl ester). The solvent is O1CCOCC1 (1,4-dioxane), [OH-].[Na+] (NaOH). Conditions: time 3 day. Product: C(C)(C)(C)N1N=C2N(C=C(N=C2NC(C)C)C(C(=O)O)(C)C)C1=O (2-(2-tert-butyl-8-isopropylamino-3-oxo-2,3-dihydro-[1,2,4]triazolo[4,3-a]pyrazin-6-yl)-2-methyl-propionic acid). As a reaction SMILES: C[O:2][C:3](=[O:25])[C:4]([C:7]1[N:8]=[C:9]([NH:21][CH:22]([CH3:24])[CH3:23])[C:10]2[N:11]([C:13](=[O:20])[N:14]([C:16]([CH3:19])([CH3:18])[CH3:17])[N:15]=2)[CH:12]=1)([CH3:6])[CH3:5]>O1CCOCC1.[OH-].[Na+]>[C:16]([N:14]1[C:13](=[O:20])[N:11]2[CH:12]=[C:7]([C:4]([CH3:6])([CH3:5])[C:3]([OH:25])=[O:2])[N:8]=[C:9]([NH:21][CH:22]([CH3:23])[CH3:24])[C:10]2=[N:15]1)([CH3:18])([CH3:19])[CH3:17] |f:2.3|. Procedure details: A solution of 160 mg of the product of Step A in 1,4-dioxane (5.0 mL) and 6N NaOH (1.0 mL) was warmed to 50° C. After three days, the solvents were removed and the residue was dissolved in water and extracted with chloroform. The pH of the aqueous layer was adjusted to 3 with 2N HCl and then extracted with 9:1 chloroform/IPA (3×). The organic extracts were washed with sat. sodium chloride solution, dried over sodium sulfate, filtered, and concentrated to afford 2-(2-tert-butyl-8-isopropylamino-3... Starting materials: COCc1oc(C)cc(=O)c1OCc1ccccc1, O=c1ccoc(CO)c1OCc1ccccc1. The product is COCc1occc(=O)c1OCc1ccccc1. Reaction SMILES: [CH3:1][O:2][CH2:3][c:4]1[o:5][c:6]([CH3:19])[cH:7][c:8](=[O:18])[c:9]1[O:10][CH2:11][c:12]1[cH:13][cH:14][cH:15][cH:16][cH:17]1.[OH:20][CH2:21][c:22]1[o:23][cH:24][cH:25][c:26](=[O:27])[c:28]1[O:29][CH2:30][c:31]1[cH:32][cH:33][cH:34][cH:35][cH:36]1>>[CH3:1][O:2][CH2:3][c:4]1[o:5][cH:6][cH:7][c:8](=[O:18])[c:9]1[O:10][CH2:11][c:12]1[cH:13][cH:14][cH:15][cH:16][cH:17]1. Starting materials: c1ccc2c(c1)Cc1ccccc1N1CCNCC21, CC(=O)CC(C)C, CCOC(=O)COCCCl, [I-], [Na+], [Na+], [Na+], O=C([O-])[O-]. Product: CCOC(=O)COCCN1CCN2c3ccccc3Cc3ccccc3C2C1. RXN SMILES: [CH2:1]1[NH:2][CH2:3][CH2:4][N:5]2[CH:6]1[c:7]1[c:8]([cH:16][cH:17][cH:18][cH:19]1)[CH2:9][c:10]1[c:11]2[cH:12][cH:13][cH:14][cH:15]1.[CH3:38][CH:39]([CH3:40])[CH2:41][C:42](=[O:43])[CH3:44].[Cl:20][CH2:21][CH2:22][O:23][CH2:24][C:25](=[O:26])[O:27][CH2:28][CH3:29].[I-:37].[Na+:30].[Na+:31].[Na+:36].[O-:32][C:33](=[O:34])[O-:35]>>[CH2:1]1[N:2]([CH2:21][CH2:22][O:23][CH2:24][C:25](=[O:26])[O:27][CH2:28][CH3:29])[CH2:3][CH2:4][N:5]2[CH:6]1[c:7]1[c:8]([cH:16][cH:17][cH:18][cH:19]1)[CH2:9][c:10]1[c:11]2[cH:12][cH:13][cH:14][cH:15]1. Starting materials: COc1ccccc1N, CC(=O)c1ccccc1, O, c1ccccc1. Product: COc1ccccc1N=C(C)c1ccccc1. As a reaction SMILES: [CH3:10][O:11][c:12]1[c:13]([NH2:18])[cH:14][cH:15][cH:16][cH:17]1.[CH3:1][C:2](=[O:3])[c:4]1[cH:5][cH:6][cH:7][cH:8][cH:9]1.[OH2:25].[cH:19]1[cH:20][cH:21][cH:22][cH:23][cH:24]1>>[CH3:1][C:2]([c:4]1[cH:5][cH:6][cH:7][cH:8][cH:9]1)=[N:18][c:13]1[c:12]([O:11][CH3:10])[cH:17][cH:16][cH:15][cH:14]1. The reactants are CCCN(C)C(=O)c1cc(OC(F)F)cc(C(=O)OC)c1, CO, Cl, [Na+], [OH-]. Yields the product CCCN(C)C(=O)c1cc(OC(F)F)cc(C(=O)O)c1. Reaction SMILES: [CH3:1][O:2][C:3]([c:4]1[cH:5][c:6]([C:7](=[O:8])[N:9]([CH2:10][CH2:11][CH3:12])[CH3:13])[cH:14][c:15]([O:17][CH:18]([F:19])[F:20])[cH:16]1)=[O:21].[CH3:25][OH:26].[ClH:24].[Na+:23].[OH-:22]>>[O:2]=[C:3]([c:4]1[cH:5][c:6]([C:7](=[O:8])[N:9]([CH2:10][CH2:11][CH3:12])[CH3:13])[cH:14][c:15]([O:17][CH:18]([F:19])[F:20])[cH:16]1)[OH:21].